Task: describe an organic reaction: reactants, conditions, products, and yield. Dataset: the Open Reaction Database (ORD), a public repository of structured organic reaction records Reactants: FC1=CC=C(C(C(=O)O)=C1)N (5-fluoroanthranilic acid), ClC1=C(C=CC=C1)N=C=S (2-chlorophenylisothiocyanate). Run in C(C)(=O)O (acetic acid), C(C)(=O)OCC (ethyl acetate), CCOCC (ether). Yields the product ClC1=C(C=CC=C1)N1C(NC2=CC=C(C=C2C1=O)F)=S (3-(2-Chloro-phenyl)-6-fluoro-2-thioxo-2,3-dihydro-1H-quinazolin-4-one). The yield is 71.9%. RXN SMILES: [F:1][C:2]1[CH:10]=[C:6]([C:7]([OH:9])=O)[C:5]([NH2:11])=[CH:4][CH:3]=1.[Cl:12][C:13]1[CH:18]=[CH:17][CH:16]=[CH:15][C:14]=1[N:19]=[C:20]=[S:21]>C(O)(=O)C.C(OCC)(=O)C.CCOCC>[Cl:12][C:13]1[CH:18]=[CH:17][CH:16]=[CH:15][C:14]=1[N:19]1[C:7](=[O:9])[C:6]2[C:5](=[CH:4][CH:3]=[C:2]([F:1])[CH:10]=2)[NH:11][C:20]1=[S:21]. Reported procedure: A solution of 1.04 g (6.71 mmol) of 5-fluoroanthranilic acid and 1.13 g (6.71 mmol) of 2-chlorophenylisothiocyanate in 10 ml of glacial acetic acid was refluxed for 2.5 hours. The reaction mixture was cooled and the acetic acid was evaporated to give a yellow solid residue, which was taken up in ethyl acetate and ether. The solid was filtered off and washed with ether and air dried to give 1.48 g (72%) of the desired product, m.p. 295-297° C. Starting materials: BrC=1C=CC(=C(CO[Si](C)(C)C(C)(C)C)C1)N=C=S ((5-bromo-2-isothiocyanato-benzyloxy)-tert-butyl-dimethyl-silane), FC=1C=C2CCC(C2=CC1)N (rac-5-fluoro-indan-1-ylamine). Yields the product BrC1=CC2=C(N=C(OC2)NC2CCC3=CC(=CC=C23)F)C=C1 (rac-(6-Bromo-4H-benzo[d][1,3]oxazin-2-yl)-(5-fluoro-indan-1-yl)-amine). Isolated yield 68.5%. RXN SMILES: [Br:1][C:2]1[CH:3]=[CH:4][C:5]([N:17]=[C:18]=S)=[C:6]([CH:16]=1)[CH2:7][O:8][Si](C(C)(C)C)(C)C.[F:20][C:21]1[CH:22]=[C:23]2[C:27](=[CH:28][CH:29]=1)[CH:26]([NH2:30])[CH2:25][CH2:24]2>>[Br:1][C:2]1[CH:3]=[CH:4][C:5]2[N:17]=[C:18]([NH:30][CH:26]3[C:27]4[C:23](=[CH:22][C:21]([F:20])=[CH:29][CH:28]=4)[CH2:24][CH2:25]3)[O:8][CH2:7][C:6]=2[CH:16]=1. Procedure details: Prepared from (5-bromo-2-isothiocyanato-benzyloxy)-tert-butyl-dimethyl-silane (Example 32, step B) (4.0 g, 11.2 mmol) and rac-5-fluoro-indan-1-ylamine (CAS 148960-33-2) (1.69 mg, 11.2 mmol) according to the procedure described for Example 1. Obtained the title compound as a light brown oil (2.77 g, 69%), MS (ISP) m/e=361.1 [(M+H)+]. The reactants are O (water), S(O)(O)(=O)=O (sulfuric acid), [N+](=O)([O-])C=1C=C(C(=O)O)C=CC1F (3-nitro-4-fluoro-benzoic acid), C(C)O (ethanol), S(O)(O)(=O)=O (sulfuric acid). Run at temperature 20 celsius. Product: [N+](=O)([O-])C=1C=C(C(=O)OCC)C=CC1F (ethyl 3-nitro-4-fluoro-benzoate). As a reaction SMILES: S(=O)(=O)(O)O.[N+:6]([C:9]1[CH:10]=[C:11]([CH:15]=[CH:16][C:17]=1[F:18])[C:12]([OH:14])=[O:13])([O-:8])=[O:7].O.[CH2:20](O)[CH3:21]>>[N+:6]([C:9]1[CH:10]=[C:11]([CH:15]=[CH:16][C:17]=1[F:18])[C:12]([O:14][CH2:20][CH3:21])=[O:13])([O-:8])=[O:7]. Reported procedure: 2 ml of concentrated sulfuric acid were added to a solution of 10 g of 3-nitro-4-fluoro-benzoic acid in 50 ml of ethanol and the mixture was refluxed for three hours. 8 ml of concentrated sulfuric acid were added to the mixture which was refluxed for 16 hours and was cooled to 20° C. The mixture was poured into water with stirring and was filtered. The solid product was washed and dried to obtain 10.5 g of ethyl 3-nitro-4-fluoro-benzoate melting at 50° C. The said product was reacted as in Examp...